From a dataset of the Open Reaction Database (ORD), a public repository of structured organic reaction records. describe an organic reaction: reactants, conditions, products, and yield RXN SMILES: [Br:11][CH:12]([C:13](=[O:14])[OH:15])[CH2:16][CH:17]([CH3:18])[CH3:19].[C:1]([CH3:2])(=[S:3])[OH:4].[CH3:45][CH2:46][O:47][C:48]([CH3:49])=[O:50].[CH:20]([O:21][CH:22]([CH3:23])[CH3:24])([CH3:25])[CH3:26].[CH:27]1([NH:28][CH:29]2[CH2:30][CH2:31][CH2:32][CH2:33][CH2:34]2)[CH2:35][CH2:36][CH2:37][CH2:38][CH2:39]1.[Na+:5].[Na+:6].[O-:7][C:8](=[O:9])[O-:10].[O:40]=[CH:41][N:42]([CH3:43])[CH3:44]>>[C:1]([CH3:2])([S:3][CH:12]([C:13](=[O:14])[OH:15])[CH2:16][CH:17]([CH3:18])[CH3:19])=[O:4]. Starting materials: CC(C)CC(Br)C(=O)O, CC(O)=S, CCOC(C)=O, CC(C)OC(C)C, C1CCC(NC2CCCCC2)CC1, [Na+], [Na+], O=C([O-])[O-], CN(C)C=O. Yields the product CC(=O)SC(CC(C)C)C(=O)O. The reactants are BrCc1ccccc1, C=CCc1ccccc1O, CN(C)C=O, [H-], [Na+], O. The product is C=CCc1ccccc1OCc1ccccc1. As a reaction SMILES: [Br:13][CH2:14][c:15]1[cH:16][cH:17][cH:18][cH:19][cH:20]1.[CH2:1]([CH:2]=[CH2:3])[c:4]1[c:5]([OH:10])[cH:6][cH:7][cH:8][cH:9]1.[CH3:22][N:23]([CH3:24])[CH:25]=[O:26].[H-:11].[Na+:12].[OH2:21]>>[CH2:1]([CH:2]=[CH2:3])[c:4]1[c:5]([O:10][CH2:14][c:15]2[cH:16][cH:17][cH:18][cH:19][cH:20]2)[cH:6][cH:7][cH:8][cH:9]1. Reactants: C[O-], CO, Nc1cc(Cl)nc(Cl)n1, [Na+]. The product is COc1nc(N)cc(Cl)n1. Reaction SMILES: [CH3:10][O-:11].[CH3:13][OH:14].[NH2:1][c:2]1[n:3][c:4]([Cl:9])[n:5][c:6]([Cl:8])[cH:7]1.[Na+:12]>>[NH2:1][c:2]1[n:3][c:4]([O:11][CH3:10])[n:5][c:6]([Cl:8])[cH:7]1. Reactants: CC1(OCCO1)C=1N=C(SC1)CN1N=C(C=C1)N (1-[4-(2-methyl-[1,3]dioxolan-2-yl)-thiazol-2-ylmethyl]-1H-pyrazol-3-ylamine), ClC=1C=C(C=CC1)C1=C(N=C(O1)C)C(=O)O (5-(3-chloro-phenyl)-2-methyl-oxazole-4-carboxylic acid). Product: C(C)(=O)C=1N=C(SC1)CN1N=C(C=C1)NC(=O)C=1N=C(OC1C1=CC(=CC=C1)Cl)C (5-(3-Chloro-phenyl)-2-methyl-oxazole-4-carboxylic acid [1-(4-acetyl-thiazol-2-ylmethyl)-1H-pyrazol-3-yl]-amide). As a reaction SMILES: [CH3:1][C:2]1([C:7]2[N:8]=[C:9]([CH2:12][N:13]3[CH:17]=[CH:16][C:15]([NH2:18])=[N:14]3)[S:10][CH:11]=2)[O:6]CCO1.[Cl:19][C:20]1[CH:21]=[C:22]([C:26]2[O:30][C:29]([CH3:31])=[N:28][C:27]=2[C:32](O)=[O:33])[CH:23]=[CH:24][CH:25]=1>>[C:2]([C:7]1[N:8]=[C:9]([CH2:12][N:13]2[CH:17]=[CH:16][C:15]([NH:18][C:32]([C:27]3[N:28]=[C:29]([CH3:31])[O:30][C:26]=3[C:22]3[CH:23]=[CH:24][CH:25]=[C:20]([Cl:19])[CH:21]=3)=[O:33])=[N:14]2)[S:10][CH:11]=1)(=[O:6])[CH3:1]. Reported procedure: Following general procedure B followed by C, starting from 1-[4-(2-methyl-[1,3]dioxolan-2-yl)-thiazol-2-ylmethyl]-1H-pyrazol-3-ylamine and 5-(3-chloro-phenyl)-2-methyl-oxazole-4-carboxylic acid. LC-MS-conditions 05: tR=0.95 min; [M+H]+=442.07.